From a dataset of the Open Reaction Database (ORD), a public repository of structured organic reaction records. describe an organic reaction: reactants, conditions, products, and yield RXN SMILES: [CH3:23][c:24]1[cH:25][cH:26][cH:27][cH:28][cH:29]1.[CH:8]([CH3:9])([CH3:10])[c:11]1[c:12]([N:20]=[C:21]=[O:22])[c:13]([CH:17]([CH3:18])[CH3:19])[cH:14][cH:15][cH:16]1.[NH2:1][c:2]1[cH:3][cH:4][n:5][cH:6][cH:7]1>>[NH:1]([c:2]1[cH:3][cH:4][n:5][cH:6][cH:7]1)[C:21]([NH:20][c:12]1[c:11]([CH:8]([CH3:9])[CH3:10])[cH:16][cH:15][cH:14][c:13]1[CH:17]([CH3:18])[CH3:19])=[O:22]. Reactants: Cc1ccccc1, CC(C)c1cccc(C(C)C)c1N=C=O, Nc1ccncc1. The product is CC(C)c1cccc(C(C)C)c1NC(=O)Nc1ccncc1.